Dataset: the Open Reaction Database (ORD), a public repository of structured organic reaction records. Task: describe an organic reaction: reactants, conditions, products, and yield Starting materials: CCC(C)CC(CN)CC(=O)OC(C)(C)C, CCC(C)CC1CNC(=O)C1, Cl. Product: CCC(C)CC(CN)CC(=O)O. As a reaction SMILES: [C:1]([CH3:2])([CH3:3])([CH3:4])[O:5][C:6]([CH2:7][CH:8]([CH2:9][CH:10]([CH2:11][CH3:12])[CH3:13])[CH2:14][NH2:15])=[O:16].[CH3:17][CH:18]([CH2:19][CH3:20])[CH2:21][CH:22]1[CH2:23][NH:24][C:25](=[O:26])[CH2:27]1.[ClH:28]>>[O:5]=[C:6]([CH2:7][CH:8]([CH2:9][CH:10]([CH2:11][CH3:12])[CH3:13])[CH2:14][NH2:15])[OH:16]. Starting materials: [Li+].[Cl-] (LiCl), C(C=C)Br (allyl bromide), BrC=1C=NC=C(C1)Br (3,5-dibromopyridine), Br Mg. Conditions: temperature -10 celsius, time 1 hour. Yields the product C(C=C)C=1C=NC=C(C1)Br (3-allyl-5-bromopyridine). Yield: 93.0%. Reaction SMILES: [Li+].[Cl-].Br[C:4]1[CH:5]=[N:6][CH:7]=[C:8]([Br:10])[CH:9]=1.[CH2:11](Br)[CH:12]=[CH2:13]>>[CH2:13]([C:4]1[CH:5]=[N:6][CH:7]=[C:8]([Br:10])[CH:9]=1)[CH:12]=[CH2:11] |f:0.1|. Procedure: A dry and argon flushed 10 mL flask, equipped with a magnetic stirrer and a septum, was charged with i-PrMgCl.LiCl (1 mL, 1.05 M in THF, 1.05 mmole), the reaction mixture was cooled to −15° C. and 3,5-dibromopyridine (236.9 mg, 1 mmole) was then added at one portion. The temperature than increased till −10° C. and the Br/Mg-exchange was complete after 15 min (checked by GC analysis of reaction aliquots, conversion more than 98%), allyl bromide (140.6 mg, 1 mmole) was added. The reaction mixture ...